Dataset: the Open Reaction Database (ORD), a public repository of structured organic reaction records. Task: describe an organic reaction: reactants, conditions, products, and yield Starting materials: CCOC(=O)c1[nH]c2c(Br)cccc2c1CCC(=O)O, CCN=C=NCCCN(C)C, CN(C)c1ccncc1, Cl, Nc1cccc2ccccc12. Product: CCOC(=O)c1[nH]c2c(Br)cccc2c1CCC(=O)Nc1cccc2ccccc12. RXN SMILES: [Br:1][c:2]1[cH:3][cH:4][cH:5][c:6]2[c:7]([CH2:16][CH2:17][C:18](=[O:19])[OH:20])[c:8]([C:11](=[O:12])[O:13][CH2:14][CH3:15])[nH:9][c:10]12.[CH2:33]([N:34]=[C:35]=[N:36][CH2:37][CH2:38][CH2:39][N:40]([CH3:41])[CH3:42])[CH3:43].[CH3:44][N:45]([c:46]1[cH:47][cH:48][n:49][cH:50][cH:51]1)[CH3:52].[ClH:32].[NH2:21][c:22]1[cH:23][cH:24][cH:25][c:26]2[cH:27][cH:28][cH:29][cH:30][c:31]12>>[Br:1][c:2]1[cH:3][cH:4][cH:5][c:6]2[c:7]([CH2:16][CH2:17][C:18](=[O:20])[NH:21][c:22]3[cH:23][cH:24][cH:25][c:26]4[cH:27][cH:28][cH:29][cH:30][c:31]34)[c:8]([C:11](=[O:12])[O:13][CH2:14][CH3:15])[nH:9][c:10]12.